From a dataset of the Open Reaction Database (ORD), a public repository of structured organic reaction records. describe an organic reaction: reactants, conditions, products, and yield Starting materials: C(C)OC(C(CC1=C(C=C(C=C1)OCC=1N=C(SC1)C1=CC=C(C=C1)C(C)(C)C)C)OCC)=O ([rac]-3-{4-[2-(4-tert-butyl-phenyl)-thiazol-4-ylmethoxy]-2-methyl-phenyl}-2-ethoxy-propionic acid ethyl ester), [Li+].[OH-] (LiOH). The product is C(C)(C)(C)C1=CC=C(C=C1)C=1SC=C(N1)COC1=CC(=C(C=C1)CC(C(=O)O)OCC)C ([rac]-3-{4-[2-(4-tert-butyl-phenyl)-thiazol-4-ylmethoxy]-2-methyl-phenyl}-2-ethoxy-propionic acid). RXN SMILES: C([O:3][C:4](=[O:34])[CH:5]([O:31][CH2:32][CH3:33])[CH2:6][C:7]1[CH:12]=[CH:11][C:10]([O:13][CH2:14][C:15]2[N:16]=[C:17]([C:20]3[CH:25]=[CH:24][C:23]([C:26]([CH3:29])([CH3:28])[CH3:27])=[CH:22][CH:21]=3)[S:18][CH:19]=2)=[CH:9][C:8]=1[CH3:30])C.[Li+].[OH-]>>[C:26]([C:23]1[CH:22]=[CH:21][C:20]([C:17]2[S:18][CH:19]=[C:15]([CH2:14][O:13][C:10]3[CH:11]=[CH:12][C:7]([CH2:6][CH:5]([O:31][CH2:32][CH3:33])[C:4]([OH:34])=[O:3])=[C:8]([CH3:30])[CH:9]=3)[N:16]=2)=[CH:25][CH:24]=1)([CH3:29])([CH3:28])[CH3:27] |f:1.2|. Procedure details: In analogy to the procedure described in example 10 d], [rac]-3-{4-[2-(4-tert-butyl-phenyl)-thiazol-4-ylmethoxy]-2-methyl-phenyl}-2-ethoxy-propionic acid ethyl ester was treated with LiOH to obtain [rac]-3-{4-[2-(4-tert-butyl-phenyl)-thiazol-4-ylmethoxy]-2-methyl-phenyl}-2-ethoxy-propionic acid as colorless foam. Reactants: O (water), N1=CC=CC=C1 (pyridine), C1(=CC=CC=C1)P(Cl)Cl (phenylphosphonous dichloride), C(C)O (ethanol), N1=CC=CC=C1 (pyridine). The solvent is CCOCC (ether), CCOCC (ether). Run at time 1 hour. Product: C1(=CC=CC=C1)P(OCC)=O (Ethyl Phenylphosphinate). As a reaction SMILES: [C:1]1([P:7](Cl)Cl)[CH:6]=[CH:5][CH:4]=[CH:3][CH:2]=1.[CH2:10]([OH:12])[CH3:11].N1C=CC=CC=1.[OH2:19]>CCOCC>[C:1]1([PH:7](=[O:19])[O:12][CH2:10][CH3:11])[CH:6]=[CH:5][CH:4]=[CH:3][CH:2]=1. Procedure details: A solution of phenylphosphonous dichloride (66 g, 0.37 mol) in dry ether (100 mL) was treated dropwise with a solution of ethanol (21.6 mL, 0.37 mol) and pyridine (29.6 mL, 0.37 mol) in ether (200 mL) at room tempeature under argon. After stirring for one hour, a mixture of water (6.6 mL, 0.37 mol) and pyridine (29.6 mL) was added slowly. The reaction mixture was filtered, washed with ether, and the ether evaporated to give an oil. The oil was distilled in the Kugelrohr and then through a short ... Yields the product N1=CC=C(C=C1)CNC(=O)C=1N(C(C2=CC=C(C=C2C1C1=CC=CC=C1)Br)=O)CC1=CC=CC=C1 (2-benzyl-6-bromo-1-oxo-4-phenyl-1,2-dihydroisoquinoline-3-carboxylic acid(pyridin-4-ylmethyl)amide). Reported procedure: The present compound was synthesized by a method similar to that in Example 249 and using 2-benzyl-6-bromo-1-oxo-4-phenyl-1,2-dihydroisoquinoline-3-carboxylic acid (250 mg) and 4-picolylamine. Colorless crystals (17 mg). As a reaction SMILES: [CH2:1]([N:8]1[C:17]([C:18](O)=[O:19])=[C:16]([C:21]2[CH:26]=[CH:25][CH:24]=[CH:23][CH:22]=2)[C:15]2[C:10](=[CH:11][CH:12]=[C:13]([Br:27])[CH:14]=2)[C:9]1=[O:28])[C:2]1[CH:7]=[CH:6][CH:5]=[CH:4][CH:3]=1.[N:29]1[CH:34]=[CH:33][C:32]([CH2:35][NH2:36])=[CH:31][CH:30]=1>>[N:29]1[CH:34]=[CH:33][C:32]([CH2:35][NH:36][C:18]([C:17]2[N:8]([CH2:1][C:2]3[CH:3]=[CH:4][CH:5]=[CH:6][CH:7]=3)[C:9](=[O:28])[C:10]3[C:15]([C:16]=2[C:21]2[CH:22]=[CH:23][CH:24]=[CH:25][CH:26]=2)=[CH:14][C:13]([Br:27])=[CH:12][CH:11]=3)=[O:19])=[CH:31][CH:30]=1. The reactants are C(C1=CC=CC=C1)N1C(C2=CC=C(C=C2C(=C1C(=O)O)C1=CC=CC=C1)Br)=O (2-benzyl-6-bromo-1-oxo-4-phenyl-1,2-dihydroisoquinoline-3-carboxylic acid), N1=CC=C(C=C1)CN (4-picolylamine), crystals. The reactants are C(=O)(O)[O-].[Na+] (NaHCO3), [Si](C)(C)(C(C)(C)C)OC[C@@H]1N([C@H](C2=CC=CC(=C2C1)CCO)C)C(CC1=C(C=CC=C1Cl)Cl)=O (1-((1S,3R)-3-(((tert-butyldimethylsilyl)oxy)methyl)-5-(2-hydroxyethyl)-1-methyl-3,4-dihydroisoquinolin-2(1H)-yl)-2-(2,6-dichlorophenyl)ethan-1-one), 3,3,3-Triacetoxy-3-iodophthalide. Solvent: hexanes, C(Cl)Cl (CH2Cl2). Reaction conditions: time 40 minute. Yields the product [Si](C)(C)(C(C)(C)C)OC[C@@H]1N([C@H](C2=CC=CC(=C2C1)CC=O)C)C(CC1=C(C=CC=C1Cl)Cl)=O (2-((1S,3R)-3-(((tert-butyldimethylsilyl)oxy)methyl)-2-(2-(2,6-dichlorophenyl)acetyl)-1-methyl-1,2,3,4-tetrahydroisoquinolin-5-yl)acetaldehyde). The yield is 87.1%. RXN SMILES: [Si:1]([O:8][CH2:9][C@H:10]1[CH2:19][C:18]2[C:13](=[CH:14][CH:15]=[CH:16][C:17]=2[CH2:20][CH2:21][OH:22])[C@H:12]([CH3:23])[N:11]1[C:24](=[O:34])[CH2:25][C:26]1[C:31]([Cl:32])=[CH:30][CH:29]=[CH:28][C:27]=1[Cl:33])([C:4]([CH3:7])([CH3:6])[CH3:5])([CH3:3])[CH3:2].C([O-])(O)=O.[Na+]>C(Cl)Cl>[Si:1]([O:8][CH2:9][C@H:10]1[CH2:19][C:18]2[C:13](=[CH:14][CH:15]=[CH:16][C:17]=2[CH2:20][CH:21]=[O:22])[C@H:12]([CH3:23])[N:11]1[C:24](=[O:34])[CH2:25][C:26]1[C:31]([Cl:32])=[CH:30][CH:29]=[CH:28][C:27]=1[Cl:33])([C:4]([CH3:7])([CH3:5])[CH3:6])([CH3:3])[CH3:2] |f:1.2|. Procedure: Dissolve 1-((1S,3R)-3-(((tert-butyldimethylsilyl)oxy)methyl)-5-(2-hydroxyethyl)-1-methyl-3,4-dihydroisoquinolin-2(1H)-yl)-2-(2,6-dichlorophenyl)ethan-1-one (160 mg, 0.31 mmol) in CH2Cl2 (3.1 mL). Add NaHCO3 (160 mg, 1.90 mmol) and 3,3,3-Triacetoxy-3-iodophthalide (156 mg, 0.37 mmol) at room temperature. Stir 40 min. Add saturated NaHCO3 solution and saturated Na2S2O3 solution, extract with ethyl acetate three times. Combine the ethyl acetate extracts, dry over sodium sulfate, filter, and concent... The solvent is O (water), C1(=CC=CC=C1)C (toluene). The product is [N+](=O)([O-])C1=C(OCC(C)=O)C=CC=C1 (o-nitrophenoxyacetone). As a reaction SMILES: [N+:1]([C:4]1[CH:9]=[CH:8][CH:7]=[CH:6][C:5]=1[OH:10])([O-:3])=[O:2].Cl[CH2:12][C:13](=[O:15])[CH3:14].[Br-].[Na+].C(=O)(O)[O-].[Na+].Cl>[Cl-].C([N+](CCCC)(CCCC)C)CCC.O.C1(C)C=CC=CC=1>[N+:1]([C:4]1[CH:9]=[CH:8][CH:7]=[CH:6][C:5]=1[O:10][CH2:12][C:13](=[O:15])[CH3:14])([O-:3])=[O:2] |f:2.3,4.5,7.8|. Conditions: temperature 65 celsius, time 1.5 hour. The reagents and catalysts are [Cl-].C(CCC)[N+](C)(CCCC)CCCC (tributylmethylammonium chloride). Procedure details: The o-nitrophenoxyacetone is prepared by heating with agitation for five hours at about 65° C. a mixture which consists of 421.6 g (3.006 moles) of o-nitrophenol, 297.8 g (3.09 moles) of chloroacetone, 37.2 g (96%, 0.3615 moles) of sodium bromide, 277.2 g (3.3 moles) of sodium bicarbonate, 21.8 g (0.0647 moles) of aqueous tributylmethylammonium chloride (TBMAC), and 829 g of toluene. There is then added 9.0 g (0.093 mole) of additional chloroacetone to the mixture which is further heated at 65° ... Reactants: Cl (HCl), [N+](=O)([O-])C1=C(C=CC=C1)O (o-nitrophenol), C([O-])(O)=O.[Na+] (sodium bicarbonate), ClCC(C)=O (chloroacetone), ClCC(C)=O (chloroacetone), [Br-].[Na+] (sodium bromide). Starting materials: C(=O)([O-])[O-].[Na+].[Na+] (Na2CO3), O (water), CC1(OB(OC1(C)C)C=1C=NN(C1)C=1C=NC=CC1)C (3-[4-(4,4,5,5-tetramethyl-1,3,2-dioxaborolan-2-yl)pyrazol-1-yl]pyridine), BrC=1C=CC=2N(S(C(C(C2N1)=NOC)(C)C)(=O)=O)C (6-bromo-N-methoxy-1,3,3-trimethyl-2,2-dioxo-pyrido[3,2-c]thiazin-4-imine). Reagents/catalysts: C1=CC=C(C=C1)P([C-]2C=CC=C2)C3=CC=CC=C3.C1=CC=C(C=C1)P([C-]2C=CC=C2)C3=CC=CC=C3.Cl[Pd]Cl.[Fe+2] (Pd(dppf)Cl2). The solvent is C(C)#N (acetonitrile), C(C)#N (acetonitrile). Run at temperature 100 celsius, time 1 hour. Yields the product oxime, CON=C1C2=C(N(S(C1(C)C)(=O)=O)C)C=CC(=N2)C=2C=NN(C2)C=2C=NC=CC2 (N-methoxy-1,3,3-trimethyl-2,2-dioxo-6-[1-(3-pyridyl)pyrazol-4 yl]pyrido[3,2-c]thiazin-4-imine). As a reaction SMILES: C([O-])([O-])=O.[Na+].[Na+].O.CC1(C)C(C)(C)OB([C:16]2[CH:17]=[N:18][N:19]([C:21]3[CH:22]=[N:23][CH:24]=[CH:25][CH:26]=3)[CH:20]=2)O1.Br[C:29]1[CH:30]=[CH:31][C:32]2[N:33]([CH3:46])[S:34](=[O:45])(=[O:44])[C:35]([CH3:43])([CH3:42])[C:36](=[N:39][O:40][CH3:41])[C:37]=2[N:38]=1>C(#N)C.C1C=CC(P(C2C=CC=CC=2)[C-]2C=CC=C2)=CC=1.C1C=CC(P(C2C=CC=CC=2)[C-]2C=CC=C2)=CC=1.Cl[Pd]Cl.[Fe+2]>[CH3:41][O:40][N:39]=[C:36]1[C:35]([CH3:43])([CH3:42])[S:34](=[O:45])(=[O:44])[N:33]([CH3:46])[C:32]2[CH:31]=[CH:30][C:29]([C:16]3[CH:17]=[N:18][N:19]([C:21]4[CH:22]=[N:23][CH:24]=[CH:25][CH:26]=4)[CH:20]=3)=[N:38][C:37]1=2 |f:0.1.2,7.8.9.10|. Procedure details: To Na2CO3 (180 mg, 1.68 mmol) was added water (1.5 ml) and acetonitrile (2 ml) and the solution was degassed for 5 min with argon. 3-[4-(4,4,5,5-tetramethyl-1,3,2-dioxaborolan-2-yl)pyrazol-1-yl]pyridine (109 mg, 0.40 mmol), a solution of 6-bromo-N-methoxy-1,3,3-trimethyl-2,2-dioxo-pyrido[3,2-c]thiazin-4-imine (117 mg, 0.34 mmol) in acetonitrile (2 ml) and Pd(dppf)Cl2 (13 mg, 0.017 mmol) were added sequentially followed by rinsing the flask with acetonitrile (1 ml). The mixture was stirred at 100... Reactants: C(C1=CC=CC=C1)(=O)N (benzamide), [H-].[Na+] (sodium hydride), BrC1=CC=C(C=C1)S(=O)(=O)Cl (4-bromobenzenesulfonyl chloride). Solvent: O1CCCC1 (tetrahydrofuran), C(C)(=O)OCC (ethyl acetate), O (water). Reaction conditions: time 3 hour. Product: C(C1=CC=CC=C1)(=O)NS(=O)(=O)C1=CC=C(C=C1)Br (N-benzoyl-4-bromobenzenesulfonamide). Isolated yield 52.7%. RXN SMILES: [C:1]([NH2:9])(=[O:8])[C:2]1[CH:7]=[CH:6][CH:5]=[CH:4][CH:3]=1.[H-].[Na+].[Br:12][C:13]1[CH:18]=[CH:17][C:16]([S:19](Cl)(=[O:21])=[O:20])=[CH:15][CH:14]=1>O1CCCC1.C(OCC)(=O)C.O>[C:1]([NH:9][S:19]([C:16]1[CH:17]=[CH:18][C:13]([Br:12])=[CH:14][CH:15]=1)(=[O:21])=[O:20])(=[O:8])[C:2]1[CH:7]=[CH:6][CH:5]=[CH:4][CH:3]=1 |f:1.2|. Procedure details: To a solution of benzamide (1.42 g) in tetrahydrofuran (50 ml) were added sodium hydride (611 mg) and 4-bromobenzenesulfonyl chloride (3.0 g), and the mixture was stirred at room temperature for 3 hours. The mixture was diluted with ethyl acetate and water. The organic layer was separated, washed with brine, dried over magnesium sulfate and evaporated. The residue was purified by column chromatography on silica gel (hexane/ethyl acetate=2/1) to give N-benzoyl-4-bromobenzenesulfonamide (2.1 g) as... Reactants: ClC=1C(=NC=CN1)OC1CN(C1)C1=NC2=CC=CC=C2C=C1 (2-(3-((3-chloropyrazin-2-yl)oxy)azetidin-1-yl)quinoline), CC1(OB(OC1(C)C)C1=CCN(CC1)C(=O)OC(C)(C)C)C (tert-butyl 4-(4,4,5,5-tetramethyl-1,3,2-dioxaborolan-2-yl)-5,6-dihydropyridine-1(2H)-carboxylate), [O-]P(=O)([O-])[O-].[K+].[K+].[K+] (K3PO4). The reagents and catalysts are C1=CC=C(C=C1)P([C-]2C=CC=C2)C3=CC=CC=C3.C1=CC=C(C=C1)P([C-]2C=CC=C2)C3=CC=CC=C3.Cl[Pd]Cl.[Fe+2] (Pd(dppf)Cl2). Solvent: O1CCOCC1 (1,4-dioxane), O (H2O). Conditions: temperature 110 celsius, time 8 hour. The product is N1=C(C=CC2=CC=CC=C12)N1CC(C1)OC=1C(=NC=CN1)C1=CCN(CC1)C(=O)OC(C)(C)C (tert-butyl 4-(3-((1-(quinolin-2-yl)azetidin-3-yl)oxy)pyrazin-2-yl)-5,6-dihydropyridine-1(2H)-carboxylate). The yield is 65.0%. Reaction SMILES: Cl[C:2]1[C:3]([O:8][CH:9]2[CH2:12][N:11]([C:13]3[CH:22]=[CH:21][C:20]4[C:15](=[CH:16][CH:17]=[CH:18][CH:19]=4)[N:14]=3)[CH2:10]2)=[N:4][CH:5]=[CH:6][N:7]=1.CC1(C)C(C)(C)OB([C:31]2[CH2:36][CH2:35][N:34]([C:37]([O:39][C:40]([CH3:43])([CH3:42])[CH3:41])=[O:38])[CH2:33][CH:32]=2)O1.[O-]P([O-])([O-])=O.[K+].[K+].[K+]>O1CCOCC1.O.C1C=CC(P(C2C=CC=CC=2)[C-]2C=CC=C2)=CC=1.C1C=CC(P(C2C=CC=CC=2)[C-]2C=CC=C2)=CC=1.Cl[Pd]Cl.[Fe+2]>[N:14]1[C:15]2[C:20](=[CH:19][CH:18]=[CH:17][CH:16]=2)[CH:21]=[CH:22][C:13]=1[N:11]1[CH2:12][CH:9]([O:8][C:3]2[C:2]([C:31]3[CH2:36][CH2:35][N:34]([C:37]([O:39][C:40]([CH3:43])([CH3:42])[CH3:41])=[O:38])[CH2:33][CH:32]=3)=[N:7][CH:6]=[CH:5][N:4]=2)[CH2:10]1 |f:2.3.4.5,8.9.10.11|. Procedure details: To a solution of 2-(3-((3-chloropyrazin-2-yl)oxy)azetidin-1-yl)quinoline (see PREPARATION P2.6; 624 mg, 2.0 mmol), tert-butyl 4-(4,4,5,5-tetramethyl-1,3,2-dioxaborolan-2-yl)-5,6-dihydropyridine-1(2H)-carboxylate (618 mg, 2.0 mmol) and K3PO4 (848 mg, 4.0 mmol) in 1,4-dioxane (20 mL) and H2O (4 mL) was added Pd(dppf)Cl2 (146 mg, 0.2 mmol) then the reaction mixture was stirred at 110° C. under N2 atmosphere overnight. The reaction mixture was filtered through CELITE® and washed with CH2Cl2 (50 mL).... Starting materials: COC1=C2C=C(NC2=CC(=C1OC)OC)C(=O)O (4,5,6-Trimethoxyindole-2-carboxylic acid), N1CCNCC1 (piperazine). Yields the product COC1=C2C=C(NC2=CC(=C1OC)OC)C(=O)N1CCN(CC1)C(=O)C=1NC2=CC(=C(C(=C2C1)OC)OC)OC (N,N′-bis(4,5,6-trimethoxyindole-2-carbonyl)piperazine). RXN SMILES: [CH3:1][O:2][C:3]1[C:11]([O:12][CH3:13])=[C:10]([O:14][CH3:15])[CH:9]=[C:8]2[C:4]=1[CH:5]=[C:6]([C:16]([OH:18])=O)[NH:7]2.[NH:19]1[CH2:24][CH2:23][NH:22][CH2:21][CH2:20]1>>[CH3:1][O:2][C:3]1[C:11]([O:12][CH3:13])=[C:10]([O:14][CH3:15])[CH:9]=[C:8]2[C:4]=1[CH:5]=[C:6]([C:16]([N:19]1[CH2:24][CH2:23][N:22]([C:16]([C:6]3[NH:7][C:8]4[C:4]([CH:5]=3)=[C:3]([O:2][CH3:1])[C:11]([O:12][CH3:13])=[C:10]([O:14][CH3:15])[CH:9]=4)=[O:18])[CH2:21][CH2:20]1)=[O:18])[NH:7]2. Procedure details: 4,5,6-Trimethoxyindole-2-carboxylic acid (290 mg) and piperazine (50 mg) were reacted in the same manner as in Preparation Example 37 to obtain the title compound. Starting materials: C(C)(=O)NC1=C(C(=CC=C1C)[N+](=O)[O-])C (N-Acetyl-2,6-dimethyl-3-nitroaniline), [H][H] (hydrogen). The reagents and catalysts are [C].[Pd] (palladium carbon). Solvent: CO (methanol), C(C)O (ethanol), C(C)(=O)O (acetic acid). Yields the product C(C)(=O)NC1=C(C(=CC=C1C)N)C (1-acetamido-3-amino-2,6-dimethylbenzene). Reaction SMILES: [C:1]([NH:4][C:5]1[C:10]([CH3:11])=[CH:9][CH:8]=[C:7]([N+:12]([O-])=O)[C:6]=1[CH3:15])(=[O:3])[CH3:2].[H][H]>CO.C(O)C.C(O)(=O)C.[C].[Pd]>[C:1]([NH:4][C:5]1[C:10]([CH3:11])=[CH:9][CH:8]=[C:7]([NH2:12])[C:6]=1[CH3:15])(=[O:3])[CH3:2] |f:5.6|. Procedure: N-Acetyl-2,6-dimethyl-3-nitroaniline (30.6 g; 0.15 mole) was dissolved in a mixture of methanol (100 ml), ethanol (50 ml) and acetic acid (100 ml). To the resulting solution was added 2.0 g of 10% palladium carbon and the mixture was stirred in a stream of hydrogen at room temperature for 26 hours. The catalyst was filtered off, the filtrate was concentrated under reduced pressure, and the residue was recrystallized from ethanol-ether to give 22.0 g (84%) of the title object compound as crystals...